This data is from the Open Reaction Database (ORD), a public repository of structured organic reaction records. The task is: describe an organic reaction: reactants, conditions, products, and yield Reactants: C1(CC1)N1C=C(C(C2=C(C(=C(C(=C12)F)N1CC(NCC1)C)F)NC(=O)OCC)=O)C(=O)OCC (ethyl 1-cyclopropyl-5-ethoxycarbonylamino-6,8-difluoro-7-(3-methyl-1-piperazinyl)-1,4-dihydro-4-oxoquinoline-3-carboxylate), [OH-].[Na+] (sodium hydroxide), Cl (hydrochloric acid). The solvent is C(C)O (ethanol). Product: Cl.NC1=C2C(C(=CN(C2=C(C(=C1F)N1CC(NCC1)C)F)C1CC1)C(=O)O)=O (5-amino-1-cyclopropyl-6,8-difluoro-7-(3-methyl-1-piperazinyl)-1,4-dihydro-4-oxoquinoline-3-carboxylic acid hydrochloride). Reaction SMILES: [CH:1]1([N:4]2[C:13]3[C:8](=[C:9]([NH:23]C(OCC)=O)[C:10]([F:22])=[C:11]([N:15]4[CH2:20][CH2:19][NH:18][CH:17]([CH3:21])[CH2:16]4)[C:12]=3[F:14])[C:7](=[O:29])[C:6]([C:30]([O:32]CC)=[O:31])=[CH:5]2)[CH2:3][CH2:2]1.[OH-].[Na+].[ClH:37]>C(O)C>[ClH:37].[NH2:23][C:9]1[C:10]([F:22])=[C:11]([N:15]2[CH2:20][CH2:19][NH:18][CH:17]([CH3:21])[CH2:16]2)[C:12]([F:14])=[C:13]2[C:8]=1[C:7](=[O:29])[C:6]([C:30]([OH:32])=[O:31])=[CH:5][N:4]2[CH:1]1[CH2:3][CH2:2]1 |f:1.2,5.6|. Procedure: A mixture of ethyl 1-cyclopropyl-5-ethoxycarbonylamino-6,8-difluoro-7-(3-methyl-1-piperazinyl)-1,4-dihydro-4-oxoquinoline-3-carboxylate, 20% aqueous sodium hydroxide, and ethanol was refluxed for 12 hours. The reaction mixture was treated with activated carbon and adjusted at pH 1-2 with 10% hydrochloric acid. After cooling, the resulting crystals were collected by filtration and recrystallization from water-ethanol to give 5-amino-1-cyclopropyl-6,8-difluoro-7-(3-methyl-1-piperazinyl)-1,4-dihydr... Yields the product ClC1=CC=C(C=C1)S(=O)(=O)CCCC=1C=CC(=C(NC(C2=CC(=CC=C2)C=CC=2SC=C(N2)C2=CC=CC=C2)=O)C1)O (5'-[3-(4-chlorophenylsulfonyl)propyl]-2'-hydroxy-3-[2-(4-phenyl-2-thiazolyl)vinyl]benzanilide). Reported procedure: Thionyl chloride (2 ml) was added to 3-[2-(4-phenyl-2-thiazolyl)vinyl]benzoic acid (0.45 g, 1.46 mmol), the mixture was stirred with heating under reflux for 30 minutes, and then the reaction solution was concentrated under reduced pressure. Toluene was added to the resulting residue, the mixture was concentrated under reduced pressure and, after repeating this step again, dried in vacuo. The resulting residue was added to a mixture of 2-amino-4-[3-(4-chlorophenylsulfonyl)propyl]phenol hydrochlo... Isolated yield 92.8%. RXN SMILES: S(Cl)(Cl)=O.[C:5]1([C:11]2[N:12]=[C:13]([CH:16]=[CH:17][C:18]3[CH:19]=[C:20]([CH:24]=[CH:25][CH:26]=3)[C:21]([OH:23])=O)[S:14][CH:15]=2)[CH:10]=[CH:9][CH:8]=[CH:7][CH:6]=1.Cl.[NH2:28][C:29]1[CH:34]=[C:33]([CH2:35][CH2:36][CH2:37][S:38]([C:41]2[CH:46]=[CH:45][C:44]([Cl:47])=[CH:43][CH:42]=2)(=[O:40])=[O:39])[CH:32]=[CH:31][C:30]=1[OH:48].Cl>ClCCl.N1C=CC=CC=1>[Cl:47][C:44]1[CH:43]=[CH:42][C:41]([S:38]([CH2:37][CH2:36][CH2:35][C:33]2[CH:32]=[CH:31][C:30]([OH:48])=[C:29]([CH:34]=2)[NH:28][C:21](=[O:23])[C:20]2[CH:24]=[CH:25][CH:26]=[C:18]([CH:17]=[CH:16][C:13]3[S:14][CH:15]=[C:11]([C:5]4[CH:6]=[CH:7][CH:8]=[CH:9][CH:10]=4)[N:12]=3)[CH:19]=2)(=[O:40])=[O:39])=[CH:46][CH:45]=1 |f:2.3|. Solvent: ClCCl (dichloromethane), N1=CC=CC=C1 (pyridine). The reactants are Cl (hydrochloric acid), S(=O)(Cl)Cl (Thionyl chloride), C1(=CC=CC=C1)C=1N=C(SC1)C=CC=1C=C(C(=O)O)C=CC1 (3-[2-(4-phenyl-2-thiazolyl)vinyl]benzoic acid), Cl.NC1=C(C=CC(=C1)CCCS(=O)(=O)C1=CC=C(C=C1)Cl)O (2-amino-4-[3-(4-chlorophenylsulfonyl)propyl]phenol hydrochloride). Starting materials: C(=O)(C(F)(F)F)O (TFA), N1=CC=CC2=CC(=CC=C12)CC1=CN=C2N1N=C(C=N2)C=2C=NN(C2)C2(CCNCC2)CC#N ((4-{4-[7-(quinolin-6-ylmethyl)imidazo[1,2-b][1,2,4]triazin-2-yl]-1H-pyrazol-1-yl}piperidin-4-yl)acetonitrile). Yields the product C(C)(=O)N1CCC(CC1)(N1N=CC(=C1)C=1C=NC=2N(N1)C(=CN2)CC=2C=C1C=CC=NC1=CC2)CC#N ((1-Acetyl-4-{4-[7-(quinolin-6-ylmethyl)imidazo[1,2-b][1,2,4]triazin-2-yl]-1H-pyrazol-1-yl}piperidin-4-yl)acetonitrile). RXN SMILES: [C:1](O)([C:3](F)(F)F)=[O:2].[N:8]1[C:17]2[C:12](=[CH:13][C:14]([CH2:18][C:19]3[N:23]4[N:24]=[C:25]([C:28]5[CH:29]=[N:30][N:31]([C:33]6([CH2:39][C:40]#[N:41])[CH2:38][CH2:37][NH:36][CH2:35][CH2:34]6)[CH:32]=5)[CH:26]=[N:27][C:22]4=[N:21][CH:20]=3)=[CH:15][CH:16]=2)[CH:11]=[CH:10][CH:9]=1>>[C:1]([N:36]1[CH2:37][CH2:38][C:33]([CH2:39][C:40]#[N:41])([N:31]2[CH:32]=[C:28]([C:25]3[CH:26]=[N:27][C:22]4[N:23]([C:19]([CH2:18][C:14]5[CH:13]=[C:12]6[C:17](=[CH:16][CH:15]=5)[N:8]=[CH:9][CH:10]=[CH:11]6)=[CH:20][N:21]=4)[N:24]=3)[CH:29]=[N:30]2)[CH2:34][CH2:35]1)(=[O:2])[CH3:3]. Procedure details: This compound was prepared as a TFA salt starting from (4-{4-[7-(quinolin-6-ylmethyl)imidazo[1,2-b][1,2,4]triazin-2-yl]-1H-pyrazol-1-yl}piperidin-4-yl)acetonitrile using procedures analogous to those for Example 203, Step 4. LCMS: (M+H)=492.4. Reactants: [Li]C(C)(C)C (t-BuLi), C1C(C)O1 (propylene oxide), C1C(C)O1 (propylene oxide), C(C)(C)NC(C1=C(C(=C(C=C1)OC)C)OC)=O (N-isopropyl-2,4-dimethoxy-3-methyl-benzamide), CN(C)CCN(C)C (TMEDA). The solvent is CCCCCC (hexane), O (water), C1CCOC1 (THF). Run at temperature -15 celsius, time 30 minute. The product is OC(CC1=CC(=C(C(=C1C(=O)NC(C)C)OC)C)OC)C (6-(2-hydroxypropyl)-N-isopropyl-2,4-di-methoxy-3-methylbenzamide). As a reaction SMILES: [CH:1]([NH:4][C:5](=[O:17])[C:6]1[CH:11]=[CH:10][C:9]([O:12][CH3:13])=[C:8]([CH3:14])[C:7]=1[O:15][CH3:16])([CH3:3])[CH3:2].CN(CCN(C)C)C.[Li]C(C)(C)C.[CH2:31]1[O:34][CH:32]1[CH3:33]>C1COCC1.CCCCCC.O>[OH:34][CH:32]([CH3:33])[CH2:31][C:11]1[C:6]([C:5]([NH:4][CH:1]([CH3:3])[CH3:2])=[O:17])=[C:7]([O:15][CH3:16])[C:8]([CH3:14])=[C:9]([O:12][CH3:13])[CH:10]=1. Procedure details: 4.74 g (20 mmol, 1 eq.) of amide (IX) and 6.1 mL (40 mmol, 2 eq.) of TMEDA are dissolved in 200 mL of THF in a dried round-bottomed flask under argon. The medium is then placed at −78° C. 33.9 mL (44 mmol, 2.2 eq.) of t-BuLi (1.3M as a solution in hexane) are then added and the solution is immediately warmed to −15° C. Once the red/orange coloration has appeared, the medium is cooled to −78° C. 1.43 mL (20 mmol, 1 eq.) of propylene oxide are then added dropwise. Once the addition is complete, th... Reactants: C(C)(C)N1N=CC(=C1)C=1C=C(CCOCCC(=O)O)C=CC1 (3-(3-(1-isopropyl-1H-pyrazol-4-yl)phenethoxy)propanoic acid), COC(CN[C@H](C)C(C)C)OC ((R)—N-(2,2-dimethoxyethyl)-3-methylbutan-2-amine), H-MeOH. Yields the product COC(CN(C(CCOCCC1=CC(=CC=C1)C=1C=NN(C1)C(C)C)=O)[C@H](C)C(C)C)OC ((R)—N-(2,2-Dimethoxyethyl)-3-(3-(1-isopropyl-1H -pyrazol-4-yl)phenethoxy)-N-(3-methylbutan-2-yl)propanamide). As a reaction SMILES: [CH:1]([N:4]1[CH:8]=[C:7]([C:9]2[CH:10]=[C:11]([CH:20]=[CH:21][CH:22]=2)[CH2:12][CH2:13][O:14][CH2:15][CH2:16][C:17]([OH:19])=O)[CH:6]=[N:5]1)([CH3:3])[CH3:2].[CH3:23][O:24][CH:25]([O:33][CH3:34])[CH2:26][NH:27][C@@H:28]([CH:30]([CH3:32])[CH3:31])[CH3:29]>>[CH3:23][O:24][CH:25]([O:33][CH3:34])[CH2:26][N:27]([C@@H:28]([CH:30]([CH3:31])[CH3:32])[CH3:29])[C:17](=[O:19])[CH2:16][CH2:15][O:14][CH2:13][CH2:12][C:11]1[CH:20]=[CH:21][CH:22]=[C:9]([C:7]2[CH:6]=[N:5][N:4]([CH:1]([CH3:2])[CH3:3])[CH:8]=2)[CH:10]=1. Reported procedure: The subtitled compound (105 mg) was prepared from 3-(3-(1-isopropyl-1H-pyrazol-4-yl)phenethoxy)propanoic acid [Example 20, Step iii)] and (R)—N-(2,2-dimethoxyethyl)-3-methylbutan-2-amine, prepared as in Preparation 4 using a similar method to that described in Example 18, Step iii). MS [M+H-MeOH]+=428 (MultiMode+) 1H NMR (400 MHz, CD3OD) δ 8.01 and 8.00 (2×s, 1H), 7.78 (s, 1H), 7.42-7.33 (m, 2H), 7.23 and 7.22 (2×t, J=7.8 Hz, 1H), 7.05 (d, J=7.6 Hz, 1H), 4.59 and 4.43 (2×t, J=5.1 Hz, 1H), 4.53 (... Starting materials: S(C#N)CC(=O)C1=CC=C(C=C1)C(F)(F)F (2-thiocyanato-1-(4-trifluoromethyl-phenyl)-ethanone), S(O)(O)(=O)=O (sulfuric acid), ice water. Run in C(C)(=O)O (acetic acid). Reaction conditions: time 30 minute. The product is FC(C1=CC=C(C=C1)C=1NC(SC1)=O)(F)F (4-(4-trifluoromethyl-phenyl)-3H-thiazol-2-one). Reaction SMILES: [S:1]([CH2:4][C:5]([C:7]1[CH:12]=[CH:11][C:10]([C:13]([F:16])([F:15])[F:14])=[CH:9][CH:8]=1)=O)[C:2]#[N:3].S(=O)(=O)(O)[OH:18]>C(O)(=O)C>[F:14][C:13]([F:16])([F:15])[C:10]1[CH:11]=[CH:12][C:7]([C:5]2[NH:3][C:2](=[O:18])[S:1][CH:4]=2)=[CH:8][CH:9]=1. Reported procedure: A mixture of 22.52 g (91.8 mmole) of 2-thiocyanato-1-(4-trifluoromethyl-phenyl)-ethanone 9 mL of 50% aqueous sulfuric acid and 45 mL of acetic acid was heated at reflux for 1.5 hours. The mixture was cooled, poured into 500 mL of ice water and stirred for 30 minutes. The solid was collected by filtration, washing with water, to give 21.33 g of 4-(4-trifluoromethyl-phenyl)-3H-thiazol-2-one as a tan solid. The reactants are C1(=CC=C(C=C1)S(=O)(=O)OC[C@@H](CCC=1C=NC=CC1)O[Si](C)(C)C(C)(C)C)C ((2R)-2-(tert-butyldimethylsilyloxy)-4-(3-pyridyl)-1-butyl para-toluenesulfonate), [F-].C(CCC)[N+](CCCC)(CCCC)CCCC (tetrabutylammonium fluoride), [H-].[Na+] (sodium hydride), ClC1=C(C=CC(=C1)O)C1=CC=CC=C1 (2-chlorobiphenyl-4-ol). Solvent: CN(C=O)C (dimethylformamide), [Cl-].[Na+].O (brine), O1CCCC1 (tetrahydrofuran). Run at time 5 hour. Yields the product ClC1=C(C=CC(=C1)OC[C@@H](CCC=1C=NC=CC1)O)C1=CC=CC=C1 ((2R)-1-(2-Chlorobiphenyl-4-yloxy)-4-(3-pyridyl)-2-butanol). Yield: 11.2%. As a reaction SMILES: C1(C)C=CC(S([O:10][CH2:11][C@H:12]([O:21][Si](C(C)(C)C)(C)C)[CH2:13][CH2:14][C:15]2[CH:16]=[N:17][CH:18]=[CH:19][CH:20]=2)(=O)=O)=CC=1.[H-].[Na+].[Cl:32][C:33]1[CH:38]=[C:37](O)[CH:36]=[CH:35][C:34]=1[C:40]1[CH:45]=[CH:44][CH:43]=[CH:42][CH:41]=1.[F-].C([N+](CCCC)(CCCC)CCCC)CCC>CN(C)C=O.O1CCCC1.[Cl-].[Na+].O>[Cl:32][C:33]1[CH:38]=[C:37]([O:10][CH2:11][C@H:12]([OH:21])[CH2:13][CH2:14][C:15]2[CH:16]=[N:17][CH:18]=[CH:19][CH:20]=2)[CH:36]=[CH:35][C:34]=1[C:40]1[CH:41]=[CH:42][CH:43]=[CH:44][CH:45]=1 |f:1.2,4.5,8.9.10|. Reported procedure: Prepared according to the method described in Example 26e) from (2R)-2-(tert-butyldimethylsilyloxy)-4-(3-pyridyl)-1-butyl para-toluenesulfonate (0.8 g), sodium hydride (60% dispersion in mineral oil, 0.10 g) and 2-chlorobiphenyl-4-ol (0.50 g) in dimethylformamide (15 ml). The adduct was dissolved in tetrahydrofuran (10 ml) and tetrabutylammonium fluoride (1.0 g) was added. The reaction was stirred at room temperature for 5 hours and was then poured into brine and extracted with ether. The combin... Reactants: C(C)OC(CC1=C(C=C(C=C1)C#CC1=CC=2C(CCC(C2C=C1)N(C)C1CC1)(C)C)F)=O ([4-(5-(cyclopropyl-methyl-amino)-8,8-dimethyl-5,6,7,8-tetrahydro-naphthalene-2-ylethynyl)-2fluoro-phenyl]-acetic acid ethyl ester), C(C)OC(CC1=C(C=C(C=C1)C#CC1=CC=2C(CCC(C2C=C1)N(C)C1CC1)(C)C)F)=O ([4-(5-(cyclopropyl-methyl-amino)-8,8-dimethyl-5,6,7,8-tetrahydro-naphthalene-2-ylethynyl)-2fluoro-phenyl]-acetic acid ethyl ester), [H-].[Al+3].[Li+].[H-].[H-].[H-] (lithium aluminum hydride), O1CCCC1 (tetrahydrofuran). Product: COC=1C=C2C(CNCC2=CC1)(C)C (6-Methoxy-4,4-dimethyl-1,2,3,4-tetrahydro-isoquinoline). Isolated yield 100.0%. Reaction SMILES: C(OC(=O)CC1C=CC(C#C[C:14]2[CH:23]=[CH:22][C:21]3[CH:20]([N:24]([CH:26]4CC4)C)CC[C:17]([CH3:30])([CH3:29])[C:16]=3[CH:15]=2)=CC=1F)C.[H-].[Al+3].[Li+].[H-].[H-].[H-].[O:39]1CCC[CH2:40]1>>[CH3:40][O:39][C:14]1[CH:15]=[C:16]2[C:21](=[CH:22][CH:23]=1)[CH2:20][NH:24][CH2:26][C:17]2([CH3:29])[CH3:30] |f:1.2.3.4.5.6|. Procedure details: A solution of 6-methoxy-4,4-dimethyl-1,2,3,4-tetrahydro-isoquinoline-1-one (Intermediate 17, 3.5 g, 17 mmol) in 100 mL of anhydrous tetrahydrofuran was treated with lithium aluminum hydride (1.3 g, 34.25 mmol) in small portions and the resulting suspension was refluxed for 3 hours under argon. The reaction mixture was then cooled in an ice bath and cautiously quenched with saturated aqueous sodium sulfate solution and the resulting slurry was filtered and the filter-cake washed well with ethyl a...